From a dataset of the Open Reaction Database (ORD), a public repository of structured organic reaction records. describe an organic reaction: reactants, conditions, products, and yield Reactants: ClCCl, CSCN(C)C(=O)Nc1ccc(Cl)c(Cl)c1, O=C(OO)c1cccc(Cl)c1. Yields the product O=C(O)c1cccc(Cl)c1. As a reaction SMILES: [CH2:28]([Cl:29])[Cl:30].[CH3:1][N:2]([CH2:3][S:4][CH3:5])[C:6]([NH:7][c:8]1[cH:9][cH:10][c:11]([Cl:12])[c:13]([Cl:14])[cH:15]1)=[O:16].[Cl:17][c:18]1[cH:19][c:20]([C:24](=[O:25])[O:26][OH:27])[cH:21][cH:22][cH:23]1>>[Cl:17][c:18]1[cH:19][c:20]([C:24](=[O:25])[OH:26])[cH:21][cH:22][cH:23]1.